This data is from the Open Reaction Database (ORD), a public repository of structured organic reaction records. The task is: describe an organic reaction: reactants, conditions, products, and yield The reactants are CC(C)(C)[Si](OCc1ccccc1CO)(c1ccccc1)c1ccccc1, CCCCP(=CC#N)(CCCC)CCCC, CCOC(C)=O, Cc1ccccc1, O=S(=O)(Cc1cc(F)ccc1F)c1ccc(Cl)cc1. Yields the product CC(C)(C)[Si](OCc1ccccc1CC(c1cc(F)ccc1F)S(=O)(=O)c1ccc(Cl)cc1)(c1ccccc1)c1ccccc1. As a reaction SMILES: [C:20]([CH3:21])([CH3:22])([CH3:23])[Si:24]([O:25][CH2:26][c:27]1[c:28]([CH2:33][OH:34])[cH:29][cH:30][cH:31][cH:32]1)([c:35]1[cH:36][cH:37][cH:38][cH:39][cH:40]1)[c:41]1[cH:42][cH:43][cH:44][cH:45][cH:46]1.[C:47]([CH:48]=[P:49]([CH2:50][CH2:51][CH2:52][CH3:53])([CH2:54][CH2:55][CH2:56][CH3:57])[CH2:58][CH2:59][CH2:60][CH3:61])#[N:62].[CH3:63][CH2:64][O:65][C:66](=[O:67])[CH3:68].[CH3:69][c:70]1[cH:71][cH:72][cH:73][cH:74][cH:75]1.[Cl:1][c:2]1[cH:3][cH:4][c:5]([S:8](=[O:9])(=[O:10])[CH2:11][c:12]2[c:13]([F:19])[cH:14][cH:15][c:16]([F:18])[cH:17]2)[cH:6][cH:7]1>>[Cl:1][c:2]1[cH:3][cH:4][c:5]([S:8](=[O:9])(=[O:10])[CH:11]([c:12]2[c:13]([F:19])[cH:14][cH:15][c:16]([F:18])[cH:17]2)[CH2:33][c:28]2[c:27]([CH2:26][O:25][Si:24]([C:20]([CH3:21])([CH3:22])[CH3:23])([c:35]3[cH:36][cH:37][cH:38][cH:39][cH:40]3)[c:41]3[cH:42][cH:43][cH:44][cH:45][cH:46]3)[cH:32][cH:31][cH:30][cH:29]2)[cH:6][cH:7]1. Starting materials: C(C)OC(CN(CCC1=CC=CC=C1)C(=O)OC(C)(C)C)=O (N-(t-Butoxycarbonyl)-N-(2-phenylethyl)glycine ethyl ester), [Li+].[OH-] (LiOH), CO (MeOH), Cl (HCl). Solvent: O.CCOC(=O)C (water EtOAc). Product: C(C)(C)(C)OC(=O)N(CC(=O)O)CCC1=CC=CC=C1 (N-(t-Butoxycarbonyl)-N-(2-phenylethyl)glycine). As a reaction SMILES: C([O:3][C:4](=[O:22])[CH2:5][N:6]([C:15]([O:17][C:18]([CH3:21])([CH3:20])[CH3:19])=[O:16])[CH2:7][CH2:8][C:9]1[CH:14]=[CH:13][CH:12]=[CH:11][CH:10]=1)C.[Li+].[OH-].CO.Cl>O.CCOC(C)=O>[C:18]([O:17][C:15]([N:6]([CH2:7][CH2:8][C:9]1[CH:10]=[CH:11][CH:12]=[CH:13][CH:14]=1)[CH2:5][C:4]([OH:22])=[O:3])=[O:16])([CH3:21])([CH3:19])[CH3:20] |f:1.2,5.6|. Reported procedure: A solution of the ester 14-1 (1.7 g, 5.5 mmol), 11.1 mL 1N LiOH and 11 mL MeOH was stirred at room temperature for 16 h. The mixture was poured into water/EtOAc and acidified with 1N HCl to pH≈3. After extraction with EtOAc (2×), the organic layers were washed with brine, dried (MgSO4) and evaporated to give 14-2 as a foam which was used as such in the next step. ##STR97##